This data is from the Open Reaction Database (ORD), a public repository of structured organic reaction records. The task is: describe an organic reaction: reactants, conditions, products, and yield Reactants: solution, Cl (hydrochloric acid), C1(=CC=CC=C1)[C@]1([C@@H]2CN(C[C@@H]2C(CC1)(C1=CC=CC=C1)C1=CC=CC=C1)C(=O)OC(C)(C)C)O ((3aS,4S,7aS)-4,7,7-triphenyl-2-tert-butoxycarbonylperhydroisoindol-4-ol). The solvent is O1CCOCC1 (dioxane), O1CCOCC1 (dioxane). Run at time 2 hour. Yields the product Cl.C1(=CC=CC=C1)[C@]1([C@@H]2CNC[C@@H]2C(CC1)(C1=CC=CC=C1)C1=CC=CC=C1)O ((3aS,4S,7aS)-4,7,7-triphenylperhydroisoindol-4-ol hydrochloride). RXN SMILES: [ClH:1].[C:2]1([C@:8]2([OH:36])[CH2:16][CH2:15][C:14]([C:23]3[CH:28]=[CH:27][CH:26]=[CH:25][CH:24]=3)([C:17]3[CH:22]=[CH:21][CH:20]=[CH:19][CH:18]=3)[C@@H:13]3[C@H:9]2[CH2:10][N:11](C(OC(C)(C)C)=O)[CH2:12]3)[CH:7]=[CH:6][CH:5]=[CH:4][CH:3]=1>O1CCOCC1>[ClH:1].[C:2]1([C@:8]2([OH:36])[CH2:16][CH2:15][C:14]([C:17]3[CH:18]=[CH:19][CH:20]=[CH:21][CH:22]=3)([C:23]3[CH:24]=[CH:25][CH:26]=[CH:27][CH:28]=3)[C@@H:13]3[C@H:9]2[CH2:10][NH:11][CH2:12]3)[CH:7]=[CH:6][CH:5]=[CH:4][CH:3]=1 |f:3.4|. Procedure: 115 cm3 of a 6.3N solution of hydrochloric acid in dioxane are added to a solution of 6.8 g of (3aS,4S,7aS)-4,7,7-triphenyl-2-tert-butoxycarbonylperhydroisoindol-4-ol in 60 cm3 of dioxane at room temperature. The reaction mixture is stirred at this temperature for 2 hours and then concentrated to dryness under reduced pressure (2.7 kPa). The residue is washed with acetonitrile, filtered off and then dried. 4 g of (3aS,4S,7aS)-4,7,7-triphenylperhydroisoindol-4-ol hydrochloride are obtained in the...